Dataset: the Open Reaction Database (ORD), a public repository of structured organic reaction records. Task: describe an organic reaction: reactants, conditions, products, and yield Reactants: C1CCOC1, CN([SiH](C)C)[Si](C)(C)C, CN(C)P(=O)(N(C)C)N(C)C, Cc1ccccc1, CC(C)(Cc1[nH]c2cc(OCc3ccc4ccccc4n3)ccc2c1Cc1ccc(Cl)cc1)C(=O)O, [K], O=S(=O)(Cl)c1ccccc1. Yields the product CC(C)(Cc1c(Cc2ccc(Cl)cc2)c2ccc(OCc3ccc4ccccc4n3)cc2n1S(=O)(=O)c1ccccc1)C(=O)O. As a reaction SMILES: [CH2:57]1[O:58][CH2:59][CH2:60][CH2:61]1.[CH3:37][SiH:38]([CH3:39])[N:40]([CH3:41])[Si:42]([CH3:43])([CH3:44])[CH3:45].[CH3:62][N:63]([CH3:64])[P:65]([N:66]([CH3:67])[CH3:68])([N:69]([CH3:70])[CH3:71])=[O:72].[CH3:73][c:74]1[cH:75][cH:76][cH:77][cH:78][cH:79]1.[Cl:1][c:2]1[cH:3][cH:4][c:5]([CH2:6][c:7]2[c:8]([CH2:28][C:29]([C:30](=[O:31])[OH:32])([CH3:33])[CH3:34])[nH:9][c:10]3[cH:11][c:12]([O:16][CH2:17][c:18]4[n:19][c:20]5[cH:21][cH:22][cH:23][cH:24][c:25]5[cH:26][cH:27]4)[cH:13][cH:14][c:15]23)[cH:35][cH:36]1.[K:46].[c:47]1([S:53](=[O:54])(=[O:55])[Cl:56])[cH:48][cH:49][cH:50][cH:51][cH:52]1>>[Cl:1][c:2]1[cH:3][cH:4][c:5]([CH2:6][c:7]2[c:8]([CH2:28][C:29]([C:30](=[O:31])[OH:32])([CH3:33])[CH3:34])[n:9]([S:53]([c:47]3[cH:48][cH:49][cH:50][cH:51][cH:52]3)(=[O:54])=[O:55])[c:10]3[cH:11][c:12]([O:16][CH2:17][c:18]4[n:19][c:20]5[cH:21][cH:22][cH:23][cH:24][c:25]5[cH:26][cH:27]4)[cH:13][cH:14][c:15]23)[cH:35][cH:36]1. Starting materials: COc1cc(C(=O)c2c(C)oc3c(O)c(OC)ccc23)cc(OC)c1OC, Cl[Al](Cl)Cl, ClCCl. The product is COc1cc(C(=O)c2c(C)oc3c(O)c(OC)ccc23)cc(OC)c1O. Reaction SMILES: [CH3:1][c:2]1[c:3]([C:14]([c:15]2[cH:16][c:17]([O:25][CH3:26])[c:18]([O:23][CH3:24])[c:19]([O:21][CH3:22])[cH:20]2)=[O:27])[c:4]2[c:5]([o:6]1)[c:7]([OH:13])[c:8]([O:11][CH3:12])[cH:9][cH:10]2.[Cl:28][Al:29]([Cl:30])[Cl:31].[Cl:32][CH2:33][Cl:34]>>[CH3:1][c:2]1[c:3]([C:14]([c:15]2[cH:16][c:17]([O:25][CH3:26])[c:18]([OH:23])[c:19]([O:21][CH3:22])[cH:20]2)=[O:27])[c:4]2[c:5]([o:6]1)[c:7]([OH:13])[c:8]([O:11][CH3:12])[cH:9][cH:10]2. The reactants are CC(=O)CCc1ccc(C)cc1, NCC(O)c1cccc(Cl)c1, c1ccccc1. Yields the product Cc1ccc(CCC(C)NCC(O)c2cccc(Cl)c2)cc1. RXN SMILES: [CH3:1][c:2]1[cH:3][cH:4][c:5]([CH2:8][CH2:9][C:10]([CH3:11])=[O:12])[cH:6][cH:7]1.[Cl:13][c:14]1[cH:15][c:16]([CH:20]([CH2:21][NH2:22])[OH:23])[cH:17][cH:18][cH:19]1.[cH:24]1[cH:25][cH:26][cH:27][cH:28][cH:29]1>>[CH3:1][c:2]1[cH:3][cH:4][c:5]([CH2:8][CH2:9][CH:10]([CH3:11])[NH:22][CH2:21][CH:20]([c:16]2[cH:15][c:14]([Cl:13])[cH:19][cH:18][cH:17]2)[OH:23])[cH:6][cH:7]1. Reactants: ClC1=NC(=C(C(=C1[N+](=O)[O-])NCCOCCCC=1SC=CN1)C)C ((2-chloro-5,6-dimethyl-3-nitropyridin-4-yl)-{2-[3-(1,3-thiazol-2-yl)propoxy]ethyl}amine), C1(=CC=CC=C1)O (phenol), [H-].[Na+] (sodium hydride). The solvent is COCCOCCOC (diglyme), COCCOCCOC (diglyme), COCCOCCOC (diglyme). Run at temperature 110 celsius. Product: CC1=NC(=C(C(=C1C)NCCOCCCC=1SC=CN1)[N+](=O)[O-])OC1=CC=CC=C1 ((2,3-dimethyl-5-nitro-6-phenoxypyridin-4-yl)-{2-[3-(1,3-thiazol-2-yl)propoxy]ethyl}amine). The yield is 73.1%. RXN SMILES: [C:1]1([OH:7])[CH:6]=[CH:5][CH:4]=[CH:3][CH:2]=1.[H-].[Na+].Cl[C:11]1[C:16]([N+:17]([O-:19])=[O:18])=[C:15]([NH:20][CH2:21][CH2:22][O:23][CH2:24][CH2:25][CH2:26][C:27]2[S:28][CH:29]=[CH:30][N:31]=2)[C:14]([CH3:32])=[C:13]([CH3:33])[N:12]=1>COCCOCCOC>[CH3:33][C:13]1[C:14]([CH3:32])=[C:15]([NH:20][CH2:21][CH2:22][O:23][CH2:24][CH2:25][CH2:26][C:27]2[S:28][CH:29]=[CH:30][N:31]=2)[C:16]([N+:17]([O-:19])=[O:18])=[C:11]([O:7][C:1]2[CH:6]=[CH:5][CH:4]=[CH:3][CH:2]=2)[N:12]=1 |f:1.2|. Procedure details: The method described in Example 80, Part E was used with the following exceptions. A solution of phenol (2.11 g, 22.4 mmol) in diglyme (5 mL) was added to the sodium hydride dispersion (0.87 g, 22 mmol) in diglyme (10 mL). A solution of (2-chloro-5,6-dimethyl-3-nitropyridin-4-yl)-{2-[3-(1,3-thiazol-2-yl)propoxy]ethyl}amine (4.6 g, 15 mmol) in diglyme (25 mL) was added, and the addition flask was rinsed with additional diglyme (2×5 mL), which was added to the reaction flask. The resulting amber s...